From a dataset of the Open Reaction Database (ORD), a public repository of structured organic reaction records. describe an organic reaction: reactants, conditions, products, and yield Reactants: C(C1=CC=CC=C1)N1CC(CC1)=O (1-benzylpyrrolidin-3-one), C([O-])([O-])=O.[Na+].[Na+] (sodium carbonate), BrC1=CC(=C(C=C1)F)F (1-bromo-3,4-difluorobenzene), C(CCC)[Li] (n-butyllithium). Solvent: C(C)OCC (diethyl ether), C(C)OCC (diethyl ether). Reaction conditions: temperature -78 celsius, time 1 hour. Product: C(C1=CC=CC=C1)N1CC(CC1)(O)C1=CC(=C(C=C1)F)F (1-BENZYL-3-(3,4-DIFLUOROPHENYL)PYRROLIDIN-3-OL). The yield is 60.1%. RXN SMILES: Br[C:2]1[CH:7]=[CH:6][C:5]([F:8])=[C:4]([F:9])[CH:3]=1.C([Li])CCC.[CH2:15]([N:22]1[CH2:26][CH2:25][C:24](=[O:27])[CH2:23]1)[C:16]1[CH:21]=[CH:20][CH:19]=[CH:18][CH:17]=1.C(=O)([O-])[O-].[Na+].[Na+]>C(OCC)C>[CH2:15]([N:22]1[CH2:26][CH2:25][C:24]([C:2]2[CH:7]=[CH:6][C:5]([F:8])=[C:4]([F:9])[CH:3]=2)([OH:27])[CH2:23]1)[C:16]1[CH:17]=[CH:18][CH:19]=[CH:20][CH:21]=1 |f:3.4.5|. Reported procedure: To a solution of 1-bromo-3,4-difluorobenzene (5.0 g, 25.9 mmol) in dry diethyl ether (40 mL), under nitrogen, was added dropwise at −78° C., n-butyllithium (2.5 M in hexane, 10.36 mL, 25.9 mmol). The mixture was stirred for 1 h after which a solution of 1-benzylpyrrolidin-3-one (3.63 g, 20.7 mmol) in dry diethyl ether (20 mL) was added drop wise. The resulting mixture was stirred for 1 h at −78° C. and then brought to ambient temperature. Aqueous sodium carbonate (10%, 50 mL) was added and the a... Starting materials: COC(=O)C=1SC(=CC1N=CN(C)C)C1=CC=C(C=C1)Cl (5-(4-Chloro-phenyl)-3-(dimethylamino-methyleneamino)-thiophene-2-carboxylic acid methyl ester), CN1CCN(CC1)CC=1C=C(CN)C=CC1 (3-(4-methyl-piperazin-1-ylmethyl)-benzylamine), C1(=CC=CC=C1)O (phenol). The product is ClC1=CC=C(C=C1)C1=CC=2N=CN(C(C2S1)=O)CC1=CC(=CC=C1)CN1CCN(CC1)C (6-(4-Chlorophenyl)-3-{3-[(4-methylpiperazin-1-yl)methyl]benzyl}thieno[3,2-d]pyrimidin-4(3H)-one). As a reaction SMILES: CO[C:3]([C:5]1[S:6][C:7]([C:15]2[CH:20]=[CH:19][C:18]([Cl:21])=[CH:17][CH:16]=2)=[CH:8][C:9]=1[N:10]=[CH:11][N:12]([CH3:14])C)=[O:4].[CH3:22][N:23]1[CH2:28][CH2:27][N:26]([CH2:29][C:30]2[CH:31]=[C:32]([CH:35]=[CH:36][CH:37]=2)CN)[CH2:25][CH2:24]1.C1(O)C=CC=CC=1>>[Cl:21][C:18]1[CH:17]=[CH:16][C:15]([C:7]2[S:6][C:5]3[C:3](=[O:4])[N:12]([CH2:14][C:32]4[CH:35]=[CH:36][CH:37]=[C:30]([CH2:29][N:26]5[CH2:27][CH2:28][N:23]([CH3:22])[CH2:24][CH2:25]5)[CH:31]=4)[CH:11]=[N:10][C:9]=3[CH:8]=2)=[CH:20][CH:19]=1. Procedure: 5-(4-Chloro-phenyl)-3-(dimethylamino-methyleneamino)-thiophene-2-carboxylic acid methyl ester (0.177 g, 0.547 mmol), 3-(4-methyl-piperazin-1-ylmethyl)-benzylamine (0.100 g, 0.456 mmol) and phenol (1.00 g) were stirred at 130° C. for 1.5 hours. The reaction mixture was allowed to cool to r.t. The product was partly purified by flash chromatography using EtOAc, MeOH and TEA mixtures as eluent to give a yellow solid. The solid was washed with MeOH to give the product. Yield: 0.122 g (48%). 1H NMR (... Starting materials: CC(C)=CCBr, O=C([O-])[O-], CS(C)=O, [K+], [K+], O, O=C1c2ccccc2C(=O)N1O. The product is CC(C)=CCON1C(=O)c2ccccc2C1=O. As a reaction SMILES: [Br:19][CH2:20][CH:21]=[C:22]([CH3:23])[CH3:24].[C:1](=[O:2])([O-:3])[O-:4].[CH3:26][S:27]([CH3:28])=[O:29].[K+:5].[K+:6].[OH2:25].[OH:7][N:8]1[C:9](=[O:18])[c:10]2[c:11]([cH:14][cH:15][cH:16][cH:17]2)[C:12]1=[O:13]>>[O:7]([N:8]1[C:9](=[O:18])[c:10]2[c:11]([cH:14][cH:15][cH:16][cH:17]2)[C:12]1=[O:13])[CH2:20][CH:21]=[C:22]([CH3:23])[CH3:24].